This data is from the Open Reaction Database (ORD), a public repository of structured organic reaction records. The task is: describe an organic reaction: reactants, conditions, products, and yield Starting materials: IN1C(CCC1=O)=O (N-iodosuccinimide), CN(C=O)C (N,N-dimethylformamide), C(C1=CC=CC=C1)C1=NC(=CC=C1)N1C[C@@H]2[C@@H](C1)OCCO2 (2-benzyl-6-[(3R,4R)-3,4-ethylenedioxypyrrolidine-1-yl]pyridine). Solvent: O (water). Yields the product C(C1=CC=CC=C1)C1=NC(=CC=C1I)N1C[C@@H]2[C@@H](C1)OCCO2 (2-Benzyl-6-[(3R,4R)-3,4-ethylenedioxypyrrolidine-1-yl]-3-iodopyridine). As a reaction SMILES: [I:1]N1C(=O)CCC1=O.CN(C)C=O.[CH2:14]([C:21]1[CH:26]=[CH:25][CH:24]=[C:23]([N:27]2[CH2:31][C@H:30]3[O:32][CH2:33][CH2:34][O:35][C@@H:29]3[CH2:28]2)[N:22]=1)[C:15]1[CH:20]=[CH:19][CH:18]=[CH:17][CH:16]=1>O>[CH2:14]([C:21]1[C:26]([I:1])=[CH:25][CH:24]=[C:23]([N:27]2[CH2:28][C@H:29]3[O:35][CH2:34][CH2:33][O:32][C@@H:30]3[CH2:31]2)[N:22]=1)[C:15]1[CH:20]=[CH:19][CH:18]=[CH:17][CH:16]=1. Reported procedure: 4.04 g of N-iodosuccinimide was added little by little to a solution of 40 ml of N,N-dimethylformamide containing 4.84 g of 2-benzyl-6-[(3R,4R)-3,4-ethylenedioxypyrrolidine-1-yl]pyridine under stirring in an ice bath, followed by stirring overnight as it was. The reaction solution was poured into water, and extracted with ethyl acetate. The organic phase was successively washed with an aqueous sodium sulfite solution, water and brine, dried over anhydrous magnesium sulfate and the solvent was re...